This data is from the Open Reaction Database (ORD), a public repository of structured organic reaction records. The task is: describe an organic reaction: reactants, conditions, products, and yield Starting materials: COC1=CC=C(C=C1)C=1OC(=C([N+]1[O-])C)C (2-(4-methoxyphenyl)-4,5-dimethyloxazole N-oxide). The reagents and catalysts are [Zn] (Zinc). Run in C(C)(=O)O (acetic acid). The product is COC1=CC=C(C=C1)C=1OC(=C(N1)C)C (2-(4-methoxyphenyl)-4,5-dimethyloxazole). Yield: 80.3%. Reaction SMILES: [CH3:1][O:2][C:3]1[CH:8]=[CH:7][C:6]([C:9]2[O:10][C:11]([CH3:16])=[C:12]([CH3:15])[N+:13]=2[O-])=[CH:5][CH:4]=1>C(O)(=O)C.[Zn]>[CH3:1][O:2][C:3]1[CH:4]=[CH:5][C:6]([C:9]2[O:10][C:11]([CH3:16])=[C:12]([CH3:15])[N:13]=2)=[CH:7][CH:8]=1. Reported procedure: Zinc dust (325 mesh, 60 g) was added in portions over 15 minutes to a solution of 43.8 g of 2-(4-methoxyphenyl)-4,5-dimethyloxazole N-oxide in 400 ml of acetic acid, stirred and heated on a steam bath. After an additional 15 minutes of heating, the reaction mixture was filtered and concentrated in vacuo. The residue was stirred with concentrated ammonium hydroxide and ethyl acetate. The layers were separated, the aqueous layer extracted with ethyl acetate, and the combined ethyl acetate solution... Reactants: C[Al](C)C, COC(=O)c1ccc(OCc2c(-c3cccc(F)c3)noc2C)nc1, NC1CC1, C1COCCO1, O. Yields the product Cc1onc(-c2cccc(F)c2)c1COc1ccc(C(=O)NC2CC2)cn1. RXN SMILES: [CH3:1][Al:2]([CH3:3])[CH3:4].[CH3:9][O:10][C:11]([c:12]1[cH:13][n:14][c:15]([O:18][CH2:19][c:20]2[c:21](-[c:26]3[cH:27][c:28]([F:32])[cH:29][cH:30][cH:31]3)[n:22][o:23][c:24]2[CH3:25])[cH:16][cH:17]1)=[O:33].[CH:5]1([NH2:8])[CH2:6][CH2:7]1.[O:35]1[CH2:36][CH2:37][O:38][CH2:39][CH2:40]1.[OH2:34]>>[CH:5]1([NH:8][C:11](=[O:10])[c:12]2[cH:13][n:14][c:15]([O:18][CH2:19][c:20]3[c:21](-[c:26]4[cH:27][c:28]([F:32])[cH:29][cH:30][cH:31]4)[n:22][o:23][c:24]3[CH3:25])[cH:16][cH:17]2)[CH2:6][CH2:7]1.